From a dataset of the Open Reaction Database (ORD), a public repository of structured organic reaction records. describe an organic reaction: reactants, conditions, products, and yield Reactants: BrC1=CSC=2C=NN(C(C21)=O)CCC2=NC1=CC=CC=C1C=C2 (3-Bromo-5-[2-(quinolin-2-yl)ethyl]thieno[2,3-d]pyridazin-4(5H)-one), N1=CC=C(C=C1)B(O)O (pyridine-4-ylboronic acid), C(=O)([O-])[O-].[K+].[K+] (K2CO3). The reagents and catalysts are C1=CC=C(C=C1)P([C-]2C=CC=C2)C3=CC=CC=C3.C1=CC=C(C=C1)P([C-]2C=CC=C2)C3=CC=CC=C3.Cl[Pd]Cl.[Fe+2] (Pd(dppf)Cl2). The solvent is CC(OCC)=O.CCCCCCC (EA heptane). Conditions: temperature 120 celsius, time 1 hour. Product: N1=CC=C(C=C1)C1=CSC=2C=NN(C(C21)=O)CCC2=NC1=CC=CC=C1C=C2 (3-(Pyridin-4-yl)-5-[2-(quinolin-2-yl)ethyl]thieno[2,3-d]pyridazin-4(5H)-one). Yield: 70.9%. As a reaction SMILES: Br[C:2]1[C:10]2[C:9](=[O:11])[N:8]([CH2:12][CH2:13][C:14]3[CH:23]=[CH:22][C:21]4[C:16](=[CH:17][CH:18]=[CH:19][CH:20]=4)[N:15]=3)[N:7]=[CH:6][C:5]=2[S:4][CH:3]=1.[N:24]1[CH:29]=[CH:28][C:27](B(O)O)=[CH:26][CH:25]=1.C([O-])([O-])=O.[K+].[K+]>CC(=O)OCC.CCCCCCC.C1C=CC(P(C2C=CC=CC=2)[C-]2C=CC=C2)=CC=1.C1C=CC(P(C2C=CC=CC=2)[C-]2C=CC=C2)=CC=1.Cl[Pd]Cl.[Fe+2]>[N:24]1[CH:29]=[CH:28][C:27]([C:2]2[C:10]3[C:9](=[O:11])[N:8]([CH2:12][CH2:13][C:14]4[CH:23]=[CH:22][C:21]5[C:16](=[CH:17][CH:18]=[CH:19][CH:20]=5)[N:15]=4)[N:7]=[CH:6][C:5]=3[S:4][CH:3]=2)=[CH:26][CH:25]=1 |f:2.3.4,5.6,7.8.9.10|. Procedure details: 3-Bromo-5-[2-(quinolin-2-yl)ethyl]thieno[2,3-d]pyridazin-4(5H)-one (130 mg, 0.33 mmol), pyridine-4-ylboronic acid (45.7 mg, 0.37 mmol), Pd(dppf)Cl2 (15 mg) and K2CO3 (93 mg, 0.67 mmol) were dissolved in dioxane/H2O (3/1, 2.8 mL). The mixture was stirred in nitrogen atmosphere at 120° C. for 1 h in a microwave tube. The solution was concentrated and purified by TLC (DCM/MeOH=10/1) and recrystallized from MeOH to give the title product (90 mg, 69.4%).